This data is from the Open Reaction Database (ORD), a public repository of structured organic reaction records. The task is: describe an organic reaction: reactants, conditions, products, and yield Reactants: NC1=NNC2=C1C(N(C=C2Br)C(C)C2CC2)=O (3-amino-7-bromo-5-(1-cyclopropylethyl)-1,5-dihydro-4H-pyrazolo[4,3-c]pyridin-4-one). The solvent is CCCCCC.C(C)O (hexane ethanol). Yields the product NC1=NNC2=C1C(N(C=C2Br)[C@@H](C)C2CC2)=O (3-amino-7-bromo-5-((1S)-1-cyclopropylethyl)-1,5-dihydro-4H-pyrazolo[4,3-c]pyridin-4-one). The yield is 48.5%. As a reaction SMILES: [NH2:1][C:2]1[C:6]2[C:7](=[O:17])[N:8]([CH:12]([CH:14]3[CH2:16][CH2:15]3)[CH3:13])[CH:9]=[C:10]([Br:11])[C:5]=2[NH:4][N:3]=1>CCCCCC.C(O)C>[NH2:1][C:2]1[C:6]2[C:7](=[O:17])[N:8]([C@H:12]([CH:14]3[CH2:15][CH2:16]3)[CH3:13])[CH:9]=[C:10]([Br:11])[C:5]=2[NH:4][N:3]=1 |f:1.2|. Procedure details: Racemic 3-amino-7-bromo-5-(1-cyclopropylethyl)-1,5-dihydro-4H-pyrazolo[4,3-c]pyridin-4-one obtained in Example 164 (1.1 g) was resolved by HPLC (column: CHIRALPAD AD, 50 mmID×500 mmL, manufactured by Daicel Chemical Industries, mobile phase: hexane/ethanol=800/200(v/v)) to give the title compound (533 mg) having a shorter retention time. Yields the product CN(CCCNC(=O)c1ccccc1)CCCc1c[nH]c2ccccc12. Reaction SMILES: [C:1]([c:2]1[cH:3][cH:4][cH:5][cH:6][cH:7]1)(=[O:8])[Cl:9].[CH2:34]([Cl:35])[Cl:36].[Na+:28].[Na+:29].[O-:30][C:31](=[O:32])[O-:33].[cH:37]1[cH:38][cH:39][n:40][cH:41][cH:42]1.[nH:10]1[cH:11][c:12]([CH2:19][CH2:20][CH2:21][N:22]([CH2:23][CH2:24][CH2:25][NH2:26])[CH3:27])[c:13]2[cH:14][cH:15][cH:16][cH:17][c:18]12>>[C:1]([c:2]1[cH:3][cH:4][cH:5][cH:6][cH:7]1)(=[O:8])[NH:26][CH2:25][CH2:24][CH2:23][N:22]([CH2:21][CH2:20][CH2:19][c:12]1[cH:11][nH:10][c:18]2[c:13]1[cH:14][cH:15][cH:16][cH:17]2)[CH3:27]. The reactants are O=C(Cl)c1ccccc1, ClCCl, [Na+], [Na+], O=C([O-])[O-], c1ccncc1, CN(CCCN)CCCc1c[nH]c2ccccc12. Starting materials: CCOC(=O)C1CC=C(C)CO1, CO, [Na+], [OH-]. Yields the product CC1=CCC(C(=O)O)OC1. As a reaction SMILES: [CH2:1]([CH3:2])[O:3][C:4](=[O:5])[CH:6]1[O:7][CH2:8][C:9]([CH3:12])=[CH:10][CH2:11]1.[CH3:15][OH:16].[Na+:14].[OH-:13]>>[O:3]=[C:4]([OH:5])[CH:6]1[O:7][CH2:8][C:9]([CH3:12])=[CH:10][CH2:11]1. Starting materials: C1(=CC=CC=C1)P(C1=CC=CC=C1)C1=CC=CC=C1 (triphenylphosphine), S1C=C(C=C1)CO (3-thiophenemethanol), N(=NC(=O)OCC)C(=O)OCC (diethyl azodicarboxylate), C1(=CC=CC=C1)P(C1=CC=CC=C1)C1=CC=CC=C1 (triphenylphosphine), N(=NC(=O)OCC)C(=O)OCC (Diethyl azodicarboxylate), ClC1=CC(=C(NC2=NC=NC3=CC(=C(C=C23)OC)O)C=C1)F (4-(4-chloro-2-fluoroanilino)-7-hydroxy-6-methoxyquinazoline), S1C=C(C=C1)CO (3-thiophenemethanol). Solvent: C(Cl)Cl (methylene chloride). Conditions: temperature 0 celsius, time 2 hour. Yields the product Cl.ClC1=CC(=C(NC2=NC=NC3=CC(=C(C=C23)OC)OCC2=CSC=C2)C=C1)F (4-(4-chloro-2-fluoroanilino)-6-methoxy-7-((3-thienyl)methoxy)quinazoline hydrochloride). Yield: 43.5%. Reaction SMILES: N(C(OCC)=O)=NC(OCC)=O.[Cl:13][C:14]1[CH:33]=[CH:32][C:17]([NH:18][C:19]2[C:28]3[C:23](=[CH:24][C:25]([OH:31])=[C:26]([O:29][CH3:30])[CH:27]=3)[N:22]=[CH:21][N:20]=2)=[C:16]([F:34])[CH:15]=1.[S:35]1[CH:39]=[CH:38][C:37]([CH2:40]O)=[CH:36]1.C1(P(C2C=CC=CC=2)C2C=CC=CC=2)C=CC=CC=1>C(Cl)Cl>[ClH:13].[Cl:13][C:14]1[CH:33]=[CH:32][C:17]([NH:18][C:19]2[C:28]3[C:23](=[CH:24][C:25]([O:31][CH2:40][C:37]4[CH:38]=[CH:39][S:35][CH:36]=4)=[C:26]([O:29][CH3:30])[CH:27]=3)[N:22]=[CH:21][N:20]=2)=[C:16]([F:34])[CH:15]=1 |f:5.6|. Procedure details: Diethyl azodicarboxylate (197 μl, 1.2 mmol) was added dropwise to a solution of 4-(4-chloro-2-fluoroanilino)-7-hydroxy-6-methoxyquinazoline (200 mg, 0.6 mmol), (prepared as described for the starting material in Example 24), 3-thiophenemethanol (107 mg, 0.93 mmol) and triphenylphosphine (328 mg, 1.2 mmol) in methylene chloride (6 ml) cooled at 0° C. The mixture was stirred for 2 hours at ambient temperature and further triphenylphosphine (157 mg, 0.57 mmol), 3-thiophenemethanol (107 mg, 0.93 mmo...